This data is from the Open Reaction Database (ORD), a public repository of structured organic reaction records. The task is: describe an organic reaction: reactants, conditions, products, and yield As a reaction SMILES: [NH:1]([C:16]([O:18][C:19]([CH3:22])([CH3:21])[CH3:20])=[O:17])[C@H:2]([C:13]([OH:15])=[O:14])[CH2:3][C:4](=[O:12])[O:5][CH:6]1[CH2:11][CH2:10][CH2:9][CH2:8][CH2:7]1.CN1CCOCC1.[OH:30][CH:31]1[O:47][C@H:46]([CH2:48][OH:49])[C@@H:36]([O:37][CH2:38][C:39]2[CH:45]=[CH:44][C:42]([CH3:43])=[CH:41][CH:40]=2)[C@H:34]([OH:35])[C@@H:32]1[OH:33]>C1COCC1.C(OC(Cl)=O)C(C)C>[NH:1]([C:16]([O:18][C:19]([CH3:22])([CH3:21])[CH3:20])=[O:17])[C@H:2]([C:13]([OH:15])=[O:14])[CH2:3][C:4](=[O:12])[O:5][CH:6]1[CH2:11][CH2:10][CH2:9][CH2:8][CH2:7]1.[OH:30][CH:31]1[O:47][C@H:46]([CH2:48][OH:49])[C@@H:36]([O:37][CH2:38][C:39]2[CH:45]=[CH:44][C:42]([CH3:43])=[CH:41][CH:40]=2)[C@H:34]([OH:35])[C@@H:32]1[OH:33] |f:5.6|. The reagents and catalysts are C(C(C)C)OC(=O)Cl (isobutylchloroformate). The yield is 92.1%. Procedure details: To a cold solution of Boc-Asp(O-cHex), (31.5 g, 100 mmol) in THF (500 mL) and N-methylmorpholine (13.1 g, 120 mmol), isobutylchloroformate (15.6 mL, 1.2 mmol) was added dropwise. The reaction mixture was stirred for a few minutes and a solution of Man(4-MBzl) (22.0 g, 96 mmol) in THF (500 mL) was added. The reaction mixture was allowed to warm to room temperature and stirred for 18 h. Upon completion of the reaction, the reaction mixture was filtered and the filtrate was concentrated to dryness.... The solvent is C1CCOC1 (THF), C1CCOC1 (THF). Yields the product N([C@@H](CC(OC1CCCCC1)=O)C(=O)O)C(=O)OC(C)(C)C.OC1[C@@H](O)[C@@H](O)[C@H](OCC2=CC=C(C)C=C2)[C@H](O1)CO (Boc-Asp(O-cHex) Man(4-MBzl)). Reactants: N([C@@H](CC(OC1CCCCC1)=O)C(=O)O)C(=O)OC(C)(C)C (Boc-Asp(O-cHex)), CN1CCOCC1 (N-methylmorpholine), OC1[C@@H](O)[C@@H](O)[C@H](OCC2=CC=C(C)C=C2)[C@H](O1)CO (Man(4-MBzl)). The reactants are C(C)OC(=O)N1C(C2(C(NC(CC2C2=CC(=CC=C2)Cl)=O)C2=C(C=CC=C2)Cl)C2=CC=C(C=C12)Cl)=O (racemic (2′R,3R,4′S)-6-chloro-2′-(2-chlorophenyl)-4′-(3-chlorophenyl)-2,3-dihydro-2,6′-dioxospiro[indole-3,3′-piperidine]-1-carboxylic acid ethyl ester), [OH-].[Na+] (NaOH). Run in CO (methanol). Product: ClC1=CC=C2C(=C1)NC(C21C(NC(CC1C1=CC(=CC=C1)Cl)=O)C1=C(C=CC=C1)Cl)=O (racemic (2′R,3R,4′S)-6-chloro-2′-(2-chlorophenyl)-4′-(3-chlorophenyl)spiro[3H-indole-3,3′-piperidine]-2,6′(1H)-dione). Yield: 80.9%. Reaction SMILES: C(OC([N:6]1[C:34]2[C:29](=[CH:30][CH:31]=[C:32]([Cl:35])[CH:33]=2)[C:8]2([CH:13]([C:14]3[CH:19]=[CH:18][CH:17]=[C:16]([Cl:20])[CH:15]=3)[CH2:12][C:11](=[O:21])[NH:10][CH:9]2[C:22]2[CH:27]=[CH:26][CH:25]=[CH:24][C:23]=2[Cl:28])[C:7]1=[O:36])=O)C.[OH-].[Na+]>CO>[Cl:35][C:32]1[CH:33]=[C:34]2[NH:6][C:7](=[O:36])[C:8]3([CH:13]([C:14]4[CH:19]=[CH:18][CH:17]=[C:16]([Cl:20])[CH:15]=4)[CH2:12][C:11](=[O:21])[NH:10][CH:9]3[C:22]3[CH:27]=[CH:26][CH:25]=[CH:24][C:23]=3[Cl:28])[C:29]2=[CH:30][CH:31]=1 |f:1.2|. Procedure details: In a manner similar to the method described in example 4d, racemic (2′R,3R,4′S)-6-chloro-2′-(2-chlorophenyl)-4′-(3-chlorophenyl)-2,3-dihydro-2,6′-dioxospiro[indole-3,3′-piperidine]-1-carboxylic acid ethyl ester (0.3 g, 0.55 mmol) was reacted with NaOH (2N, 5 mL, 10 mmol) in methanol to give racemic (2′R,3R,4′S)-6-chloro-2′-(2-chlorophenyl)-4′-(3-chlorophenyl)spiro[3H-indole-3,3′-piperidine]-2,6′(1H)-dione as a white solid (Yield: 0.21 g, 81%).